This data is from the Open Reaction Database (ORD), a public repository of structured organic reaction records. The task is: describe an organic reaction: reactants, conditions, products, and yield Reactants: O (water), ClC1=C(CCC1=CCCC1=CC=CC=C1)C(=O)OC (Methyl 2-chloro-3-(3-phenylpropyl-1-yl)-1-cyclopentenecarboxylate), COC=1C=C(C=CC1OC)S (3,4-dimethoxythiophenol), C([O-])([O-])=O.[K+].[K+] (potassium carbonate). Solvent: CO (methanol). Run at time 2 day. Product: COC=1C=C(C=CC1OC)SC1=C(CCC1=CCCC1=CC=CC=C1)C(=O)OC (methyl 2-[(3,4-dimethoxyphenyl)thio]-3-(3-phenylpropyl-1-yl)-1-cyclopentenecarboxylate). The yield is 57.5%. Reaction SMILES: Cl[C:2]1[C:6](=[CH:7][CH2:8][CH2:9][C:10]2[CH:15]=[CH:14][CH:13]=[CH:12][CH:11]=2)[CH2:5][CH2:4][C:3]=1[C:16]([O:18][CH3:19])=[O:17].[CH3:20][O:21][C:22]1[CH:23]=[C:24]([SH:30])[CH:25]=[CH:26][C:27]=1[O:28][CH3:29].C(=O)([O-])[O-].[K+].[K+].O>CO>[CH3:20][O:21][C:22]1[CH:23]=[C:24]([S:30][C:2]2[C:6](=[CH:7][CH2:8][CH2:9][C:10]3[CH:15]=[CH:14][CH:13]=[CH:12][CH:11]=3)[CH2:5][CH2:4][C:3]=2[C:16]([O:18][CH3:19])=[O:17])[CH:25]=[CH:26][C:27]=1[O:28][CH3:29] |f:2.3.4|. Procedure: A mixture of Methyl 2-chloro-3-(3-phenylpropyl-1-yl)-1-cyclopentenecarboxylate (0.2 g, 0.72 mmol), 3,4-dimethoxythiophenol (0.12 g, 0.72 mmol) and potassium carbonate (0.1 g, 0.72 mmol) in methanol (20 mL) is heated under reflux for 6 hours. After standing at room temperature for 2 days, the mixture is heated under reflux for another 4 hours. The mixture is poured into water and is extracted with ether. The organic layer is washed with water and is dried over MgSO4. The solvent is removed in vac... Reactants: O1CCOC12CCC(CC2)OC2=CC(=NC(=N2)C(F)(F)F)C(C)O (1-[6-(1,4-Dioxaspiro[4.5]dec-8-yloxy)-2-(trifluoromethyl)pyrimidin-4-yl]ethanol), CC(=O)OI1(C=2C=CC=CC2C(=O)O1)(OC(=O)C)OC(=O)C (Dess-Martin periodinane). The solvent is C(Cl)Cl (methylene chloride). Conditions: temperature 0 celsius, time 2 hour. The product is O1CCOC12CCC(CC2)OC2=CC(=NC(=N2)C(F)(F)F)C(C)=O (1-[6-(1,4-Dioxaspiro[4.5]dec-8-yloxy)-2-(trifluoromethyl)pyrimidin-4-yl]ethanone). Reaction SMILES: [O:1]1[C:5]2([CH2:10][CH2:9][CH:8]([O:11][C:12]3[N:17]=[C:16]([C:18]([F:21])([F:20])[F:19])[N:15]=[C:14]([CH:22]([OH:24])[CH3:23])[CH:13]=3)[CH2:7][CH2:6]2)[O:4][CH2:3][CH2:2]1.CC(OI1(OC(C)=O)(OC(C)=O)OC(=O)C2C=CC=CC1=2)=O>C(Cl)Cl>[O:4]1[C:5]2([CH2:10][CH2:9][CH:8]([O:11][C:12]3[N:17]=[C:16]([C:18]([F:20])([F:21])[F:19])[N:15]=[C:14]([C:22](=[O:24])[CH3:23])[CH:13]=3)[CH2:7][CH2:6]2)[O:1][CH2:2][CH2:3]1. Procedure: 1-[6-(1,4-Dioxaspiro[4.5]dec-8-yloxy)-2-(trifluoromethyl)pyrimidin-4-yl]ethanol (0.20 g, 0.57 mmol) was dissolved in methylene chloride (5.00 mL) and cooled to 0° C. To this mixture, Dess-Martin periodinane (0.292 g, 0.689 mmol) was added. The mixture was stirred at 0° C. for 2 hours and then allowed to warm to 25° C. LCMS analysis indicated the reaction was complete. The mixture was extracted with EtOAc and the EtOAc extract was then washed with NaHCO3, sat. NaCl, dried and then the solvent was... Starting materials: CCOC(=O)CC(C=CCCCCc1ccc2c(n1)N(C(C)=O)CC2)c1cnc(C)nc1, CCO, O=C[O-], [NH4+]. Product: CCOC(=O)CC(CCCCCCc1ccc2c(n1)N(C(C)=O)CC2)c1cnc(C)nc1. RXN SMILES: [CH2:1]([CH3:2])[O:3][C:4]([CH2:5][CH:6]([CH:7]=[CH:8][CH2:9][CH2:10][CH2:11][CH2:12][c:13]1[cH:14][cH:15][c:16]2[c:17]([n:18]1)[N:19]([C:22]([CH3:23])=[O:24])[CH2:20][CH2:21]2)[c:25]1[cH:26][n:27][c:28]([CH3:31])[n:29][cH:30]1)=[O:32].[CH3:37][CH2:38][OH:39].[CH:33]([O-:34])=[O:35].[NH4+:36]>>[CH2:1]([CH3:2])[O:3][C:4]([CH2:5][CH:6]([CH2:7][CH2:8][CH2:9][CH2:10][CH2:11][CH2:12][c:13]1[cH:14][cH:15][c:16]2[c:17]([n:18]1)[N:19]([C:22]([CH3:23])=[O:24])[CH2:20][CH2:21]2)[c:25]1[cH:26][n:27][c:28]([CH3:31])[n:29][cH:30]1)=[O:32]. Starting materials: NC=1C(=CC=C2C=CC=NC12)C(C)=O (1-(8-amino-quinolin-7-yl)-ethanone), CNS(=O)(=O)Cl (N-Methylsulfamoyl chloride), [BH4-].[Na+] (NaBH4). Run in N1=CC=CC=C1 (pyridine). Yields the product CC1N(S(NC=2C3=NC=CC=C3C=CC12)(=O)=O)C (1,2-Dimethyl-1,4-dihydro-2H-3-thia-2,4,5-triaza-phenanthrene 3,3-dioxide). Yield: 14.2%. As a reaction SMILES: [NH2:1][C:2]1[C:3]([C:12](=O)[CH3:13])=[CH:4][CH:5]=[C:6]2[C:11]=1[N:10]=[CH:9][CH:8]=[CH:7]2.[CH3:15][NH:16][S:17](Cl)(=[O:19])=[O:18].[BH4-].[Na+]>N1C=CC=CC=1>[CH3:13][CH:12]1[C:3]2[CH:4]=[CH:5][C:6]3[C:11](=[N:10][CH:9]=[CH:8][CH:7]=3)[C:2]=2[NH:1][S:17](=[O:19])(=[O:18])[N:16]1[CH3:15] |f:2.3|. Procedure details: In a similar fashion using route 27 general procedure 71, 1-(8-amino-quinolin-7-yl)-ethanone 411 (200 mg, 1.07 mmol), N-methylsulfamyl chloride 213 (700 mg, 5.40 mmol), NaBH4 (79 mg, 2.13 mmol) and pyridine (10 ml) gave the title compound (40 mg, 13%) after purification by column chromatography with DCM/MeOH (99:1) as the eluent. Reaction conditions: temperature 180 celsius. The product is CC1=C2C(NC=NC2=CC=C1)=O (5-methylquinazolin-4(3H)-one). Procedure details: A mixture of 2-amino-6-methylbenzoic acid (5 g, 33 mmol) and formamide (15 ml) was heated in a microwave oven reactor at 180° C. for 30 min. After cooling to room temperature, the solid was collected by filtration, washed with water and dried under vacuum to give 1A (3.89 g, 73%) as a solid. The compound has an analytical HPLC retention time=1.019 min (Chromolith SpeedROD column 4.6×50 mm, 10-90% aqueous methanol containing 0.1% TFA over 4 minutes, 4 mL/min, monitoring at 254 nm) and a LC/MS M++... The reactants are NC1=C(C(=O)O)C(=CC=C1)C (2-amino-6-methylbenzoic acid), C(=O)N (formamide). The yield is 73.0%. RXN SMILES: [NH2:1][C:2]1[CH:10]=[CH:9][CH:8]=[C:7]([CH3:11])[C:3]=1[C:4](O)=[O:5].[CH:12]([NH2:14])=O>>[CH3:11][C:7]1[CH:8]=[CH:9][CH:10]=[C:2]2[C:3]=1[C:4](=[O:5])[NH:14][CH:12]=[N:1]2. Starting materials: C(C)(C)C1=NC(=C(C(=C1C(=O)OCC)C1=CC(=CC=C1)F)C=CCCC)C(C)C (Ethyl 2,6-diisopropyl-4-(3-fluorophenyl)-5-(pent-1-enyl)-pyridine3-carboxylate). Run in C(C)(=O)OCC.CCCCCC (ethyl acetate n-hexane). Product: C(C)(C)C1=NC(=C(C(=C1CO)C1=CC(=CC=C1)F)C=CCCC)C(C)C (2,6-Diisopropyl-3-hydroxymethyl-4-(3-fluorophenyl)-5-(pent-1-enyl)pyridine). As a reaction SMILES: [CH:1]([C:4]1[C:9]([C:10](OCC)=[O:11])=[C:8]([C:15]2[CH:20]=[CH:19][CH:18]=[C:17]([F:21])[CH:16]=2)[C:7]([CH:22]=[CH:23][CH2:24][CH2:25][CH3:26])=[C:6]([CH:27]([CH3:29])[CH3:28])[N:5]=1)([CH3:3])[CH3:2]>C(OCC)(=O)C.CCCCCC>[CH:1]([C:4]1[C:9]([CH2:10][OH:11])=[C:8]([C:15]2[CH:20]=[CH:19][CH:18]=[C:17]([F:21])[CH:16]=2)[C:7]([CH:22]=[CH:23][CH2:24][CH2:25][CH3:26])=[C:6]([CH:27]([CH3:28])[CH3:29])[N:5]=1)([CH3:3])[CH3:2] |f:1.2|. Reported procedure: The title compound was prepared from the intermediate obtained in Step A by the procedure described in Example 125, Step F. 1H NMR (300 MHz, CDCl3) (reported as a mixture of olefin isomers): δ 0.78 (m, 3 H), 1.13-1.37 (m, 14 H), 1.93 (m, 2 H), 3.41 (m, 2 H), 4.40 (s, 2 H), 5.28-5.45 (m, 1 H), 6.0 (m, 1 H), 6.87-7.07 (m, 3 H), 7.34 (m, 1 H). Rf=0.36 (10% ethyl acetate/n-hexane). mp 117-118° C. Starting materials: CN1CCCC1=O, CCOC(C)=O, CCN(C(C)C)C(C)C, COC(=O)C1CNCC(c2ccc(OC(F)F)cc2)C1, O, O=C(Oc1ccc([N+](=O)[O-])cc1)N1CCS(=O)(=O)CC1. The product is COC(=O)C1CC(c2ccc(OC(F)F)cc2)CN(C(=O)N2CCS(=O)(=O)CC2)C1. Reaction SMILES: [CH3:51][N:52]1[CH2:53][CH2:54][CH2:55][C:56]1=[O:57].[CH3:58][CH2:59][O:60][C:61](=[O:62])[CH3:63].[CH:21]([N:22]([CH2:23][CH3:24])[CH:25]([CH3:26])[CH3:27])([CH3:28])[CH3:29].[F:1][CH:2]([O:3][c:4]1[cH:5][cH:6][c:7]([CH:10]2[CH2:11][CH:12]([C:16](=[O:17])[O:18][CH3:19])[CH2:13][NH:14][CH2:15]2)[cH:8][cH:9]1)[F:20].[OH2:50].[S:30]1(=[O:48])(=[O:49])[CH2:31][CH2:32][N:33]([C:36](=[O:37])[O:38][c:39]2[cH:40][cH:41][c:42]([N+:43]([O-:44])=[O:45])[cH:46][cH:47]2)[CH2:34][CH2:35]1>>[F:1][CH:2]([O:3][c:4]1[cH:5][cH:6][c:7]([CH:10]2[CH2:11][CH:12]([C:16](=[O:17])[O:18][CH3:19])[CH2:13][N:14]([C:36]([N:33]3[CH2:32][CH2:31][S:30](=[O:48])(=[O:49])[CH2:35][CH2:34]3)=[O:37])[CH2:15]2)[cH:8][cH:9]1)[F:20].